Dataset: the Open Reaction Database (ORD), a public repository of structured organic reaction records. Task: describe an organic reaction: reactants, conditions, products, and yield Starting materials: CCOC(C)=O, CCCCCC, CN(C)C=O, [H-], CI, [Na+], OC1CCC2(CC1)OCCO2. Product: COC1CCC2(CC1)OCCO2. As a reaction SMILES: [C:22]([O:23][CH2:24][CH3:25])(=[O:26])[CH3:27].[CH3:16][CH2:17][CH2:18][CH2:19][CH2:20][CH3:21].[CH3:28][N:29]([CH3:30])[CH:31]=[O:32].[H-:13].[I:14][CH3:15].[Na+:12].[O:1]1[CH2:2][CH2:3][O:4][C:5]12[CH2:6][CH2:7][CH:8]([OH:11])[CH2:9][CH2:10]2>>[O:1]1[CH2:2][CH2:3][O:4][C:5]12[CH2:6][CH2:7][CH:8]([O:11][CH3:16])[CH2:9][CH2:10]2.